Dataset: the Open Reaction Database (ORD), a public repository of structured organic reaction records. Task: describe an organic reaction: reactants, conditions, products, and yield The reactants are CN1C(CCC1)=O (N-methylpyrrolidone), C(C)(C)(C)NC1=NC(=C(C(=O)OC)C=C1F)F (methyl 6-t-butylamino-2,5-difluoronicotinate), CC(CC(C)(C)C)(C)N (1,1,3,3-tetramethylbutylamine). Solvent: C(Cl)(Cl)Cl (chloroform). Run at temperature 140 celsius, time 16 hour. Yields the product C(C)(C)(C)NC1=NC(=C(C(=O)OC)C=C1F)NC(CC(C)(C)C)(C)C (methyl 6-t-butylamino-5-fluoro-2-(1,1,3,3-tetramethylbutylamino)nicotinate). The yield is 82.1%. RXN SMILES: CN1CCCC1=O.[C:8]([NH:12][C:13]1[C:22]([F:23])=[CH:21][C:16]([C:17]([O:19][CH3:20])=[O:18])=[C:15](F)[N:14]=1)([CH3:11])([CH3:10])[CH3:9].[CH3:25][C:26]([NH2:33])([CH3:32])[CH2:27][C:28]([CH3:31])([CH3:30])[CH3:29]>C(Cl)(Cl)Cl>[C:8]([NH:12][C:13]1[C:22]([F:23])=[CH:21][C:16]([C:17]([O:19][CH3:20])=[O:18])=[C:15]([NH:33][C:26]([CH3:32])([CH3:25])[CH2:27][C:28]([CH3:31])([CH3:30])[CH3:29])[N:14]=1)([CH3:11])([CH3:10])[CH3:9]. Procedure: To 7 ml N-methylpyrrolidone were added 2.44 g of methyl 6-t-butylamino-2,5-difluoronicotinate and 4.0 g of 1,1,3,3-tetramethylbutylamine, and the mixture was stirred at 140° C. for 16 hours and allowed to cool. After adding 50 ml of chloroform, the mixture was washed three times with 300 ml of distilled water. The chloroform layer was dried over anhydrous magnesium sulfate and concentrated under reduced pressure. The brown oily residue was subjected to column chromatography (silica gel, 40 g; el... Procedure details: To a solution of (R)-(−)-2-tert-butoxycarbonylamino-3-(2-nitrophenylamino)propionic acid (7.6 g) in tetrahydro-furan (100mL), 10% palladium carbon (1 g) was added, followed by stirring at room temperature for 3 hours under a hydrogen atmosphere. The reaction mixture was filtered and the filtrate was concentrated under reduced pressure, whereby (R)-2-tert-butoxycarbonylamino-3-(2-aminophenylamino)-propi onic acid was obtained. It was dissolved in toluene (100 mL). The solution was refluxed overni... As a reaction SMILES: [C:1]([O:5][C:6]([NH:8][C@H:9]([CH2:13][NH:14][C:15]1[CH:20]=[CH:19][CH:18]=[CH:17][C:16]=1[N+:21]([O-])=O)[C:10]([OH:12])=[O:11])=[O:7])([CH3:4])([CH3:3])[CH3:2]>O1CCCC1.[C].[Pd]>[C:1]([O:5][C:6]([NH:8][C@H:9]([CH2:13][NH:14][C:15]1[CH:20]=[CH:19][CH:18]=[CH:17][C:16]=1[NH2:21])[C:10]([OH:12])=[O:11])=[O:7])([CH3:4])([CH3:2])[CH3:3] |f:2.3|. The reactants are C(C)(C)(C)OC(=O)N[C@@H](C(=O)O)CNC1=C(C=CC=C1)[N+](=O)[O-] ((R)-(−)-2-tert-butoxycarbonylamino-3-(2-nitrophenylamino)propionic acid). Reaction conditions: time 3 hour. Reagents/catalysts: [C].[Pd] (palladium carbon). Yields the product C(C)(C)(C)OC(=O)N[C@@H](C(=O)O)CNC1=C(C=CC=C1)N ((R)-2-tert-butoxycarbonylamino-3-(2-aminophenylamino)-propi onic acid). Run in O1CCCC1 (tetrahydro-furan). The yield is 80.0%. Reactants: C(C)(C)C1=NN2C(C=CC=C2)=C1C(CC)O (2-isopropyl-3-(1-hydroxypropyl)pyrazolo[1,5-a]pyridine). Solvent: C(C)(=O)OC(C)=O (acetic anhydride). Yields the product C(C)(C)C1=NN2C(C=CC=C2)=C1C=CC (2-Isopropyl-3-propenylpyrazolo[1,5-a]pyridine). Yield: 78.5%. RXN SMILES: [CH:1]([C:4]1[C:12]([CH:13](O)[CH2:14][CH3:15])=[C:7]2[CH:8]=[CH:9][CH:10]=[CH:11][N:6]2[N:5]=1)([CH3:3])[CH3:2]>C(OC(=O)C)(=O)C>[CH:1]([C:4]1[C:12]([CH:13]=[CH:14][CH3:15])=[C:7]2[CH:8]=[CH:9][CH:10]=[CH:11][N:6]2[N:5]=1)([CH3:3])[CH3:2]. Reported procedure: Five grams of 2-isopropyl-3-(1-hydroxypropyl)pyrazolo[1,5-a]pyridine (Example 8) were dissolved in 50 ml of acetic anhydride. The mixture was heated to reflux for 4 hours and concentrated to dryness. Water was added to the residue. The mixture was brought to alkaline by the addition of potassium carbonate and extracted with dichloromethane. The organic layer was dried over anhydrous sodium sulfate and concentrated to dryness. The residue was subjected to silica gel column chromatography, eluted ... Reactants: [Cr](=O)(=O)([O-])Cl.[NH+]1=CC=CC=C1 (pyridinium chlorochromate), FC1=CC2=C(SC3=C(C=C2)C=CC(=C3)CO)C=C1 (2-fluoro-7-hydroxymethyldibenzo[b,f]thiepin), C(C)(=O)OCC (ethyl acetate). Solvent: C(Cl)Cl (methylene chloride), C1(=CC=CC=C1)C (toluene). The product is FC=1C=CC2=C(C=CC3=C(S2)C=C(C=C3)C=O)C1 (8-Fluoro-dibenzo[b,f]thiepin-3-carboxaldehyde). Yield: 106.4%. RXN SMILES: [F:1][C:2]1[CH:18]=[CH:17][C:5]2[S:6][C:7]3[CH:14]=[C:13]([CH2:15][OH:16])[CH:12]=[CH:11][C:8]=3[CH:9]=[CH:10][C:4]=2[CH:3]=1.[Cr](Cl)([O-])(=O)=O.[NH+]1C=CC=CC=1.C(OCC)(=O)C>C(Cl)Cl.C1(C)C=CC=CC=1>[F:1][C:2]1[CH:18]=[CH:17][C:5]2[S:6][C:7]3[CH:14]=[C:13]([CH:15]=[O:16])[CH:12]=[CH:11][C:8]=3[CH:9]=[CH:10][C:4]=2[CH:3]=1 |f:1.2|. Procedure: Dissolve 568 mg (2.2 mmole) of 2-fluoro-7-hydroxymethyldibenzo[b,f]thiepin in 30 ml of methylene chloride and add 647 mg of 98% pyridinium chlorochromate. Stir the mixture and follow the reaction by thin layer chromatography (Merck silica gel F254 with 5% ethyl acetate in toluene). When complete, filter the mixture through a bed of Florisil, and wash through with methylene chloride. Evaporate the filtrate to obtain a brown solid (600 mg). Purify the crude product by chromatography on silica gel ... Reaction SMILES: [Br:1][c:2]1[cH:3][c:4]([F:9])[c:5]([OH:8])[cH:6][cH:7]1.[CH3:20][C:21]#[N:22].[Cl:11][CH2:12][CH2:13][N:14]1[CH2:15][CH2:16][CH2:17][CH2:18][CH2:19]1.[ClH:10]>>[Br:1][c:2]1[cH:3][c:4]([F:9])[c:5]([O:8][CH2:12][CH2:13][N:14]2[CH2:15][CH2:16][CH2:17][CH2:18][CH2:19]2)[cH:6][cH:7]1. Reactants: Oc1ccc(Br)cc1F, CC#N, ClCCN1CCCCC1, Cl. Product: Fc1cc(Br)ccc1OCCN1CCCCC1. Starting materials: BrC=1N=C2C(=NC1)NC=C2 (2-bromo-5H-pyrrolo[2,3-b]pyrazine), C1CC(=O)N(C1=O)Cl (NCS). The solvent is C(Cl)Cl (DCM), CN(C)C=O (DMF). Reaction conditions: time 8 hour. The product is BrC=1N=C2C(=NC1)NC=C2Cl (2-bromo-7-chloro-5H-pyrrolo[2,3-b]pyrazine). Yield: 141.0%. As a reaction SMILES: [Br:1][C:2]1[N:3]=[C:4]2[CH:10]=[CH:9][NH:8][C:5]2=[N:6][CH:7]=1.C1C(=O)N([Cl:18])C(=O)C1>C(Cl)Cl.CN(C=O)C>[Br:1][C:2]1[N:3]=[C:4]2[C:10]([Cl:18])=[CH:9][NH:8][C:5]2=[N:6][CH:7]=1. Procedure details: To a solution of 2-bromo-5H-pyrrolo[2,3-b]pyrazine (1.8 g, 9.09 mmol) in 18 mL of DCM and 18 mL of DMF was added NCS (1.46 g, 10.9 mmol) at RT. The reaction mixture was stirred at RT overnight, then partitioned between EtOAc and brine. The organic layer was dried (MgSO4) concentrated to give 2.98 g of impure 2-bromo-7-chloro-5H-pyrrolo[2,3-b]pyrazine as a yellow oil which was used for the next step without any purification. Reactants: CC(C)(C)[Si](C)(C)Cl, CC(CO)Nc1nc(SCc2cccc(F)c2F)nc(Cl)c1C=O, CN(C)C=O, c1c[nH]cn1. Product: CC(CO[Si](C)(C)C(C)(C)C)Nc1nc(SCc2cccc(F)c2F)nc(Cl)c1C=O. RXN SMILES: [C:25]([CH3:26])([CH3:27])([CH3:28])[Si:29]([CH3:30])([CH3:31])[Cl:32].[Cl:1][c:2]1[n:3][c:4]([S:15][CH2:16][c:17]2[c:18]([F:24])[c:19]([F:23])[cH:20][cH:21][cH:22]2)[n:5][c:6]([NH:10][CH:11]([CH2:12][OH:13])[CH3:14])[c:7]1[CH:8]=[O:9].[O:38]=[CH:39][N:40]([CH3:41])[CH3:42].[nH:33]1[cH:34][cH:35][n:36][cH:37]1>>[Cl:1][c:2]1[n:3][c:4]([S:15][CH2:16][c:17]2[c:18]([F:24])[c:19]([F:23])[cH:20][cH:21][cH:22]2)[n:5][c:6]([NH:10][CH:11]([CH2:12][O:13][Si:29]([C:25]([CH3:26])([CH3:27])[CH3:28])([CH3:30])[CH3:31])[CH3:14])[c:7]1[CH:8]=[O:9]. Starting materials: [Na] (Sodium), Cl (hydrochloric acid), ClC1=C(C(=NC(=N1)C1=NC=CC=N1)NS(=O)(=O)C=CC1=CC=CC=C1)OC1=C(C=CC=C1)OC (N-[6-chloro-5-(2-methoxyphenoxy)-2-(2-pyrimidinyl)-4-pyrimidinyl]-2-phenylethenesulfonamide). Run in C(C)(C)O (isopropyl alcohol), C(C)(C)O (isopropyl alcohol). Reaction conditions: temperature 60 celsius, time 45 minute. Product: C(C)(C)OC1=C(C(=NC(=N1)C1=NC=CC=N1)NS(=O)(=O)C=CC1=CC=CC=C1)OC1=C(C=CC=C1)OC (N-[6-isopropoxy-5-(2-methoxyphenoxy)-2-(2-pyrimidinyl)-4-pyrimidinyl]-2-phenylethenesulfonamide). The yield is 27.2%. As a reaction SMILES: [Na].Cl[C:3]1[N:8]=[C:7]([C:9]2[N:14]=[CH:13][CH:12]=[CH:11][N:10]=2)[N:6]=[C:5]([NH:15][S:16]([CH:19]=[CH:20][C:21]2[CH:26]=[CH:25][CH:24]=[CH:23][CH:22]=2)(=[O:18])=[O:17])[C:4]=1[O:27][C:28]1[CH:33]=[CH:32][CH:31]=[CH:30][C:29]=1[O:34][CH3:35].Cl>C(O)(C)C>[CH:4]([O:27][C:3]1[N:8]=[C:7]([C:9]2[N:14]=[CH:13][CH:12]=[CH:11][N:10]=2)[N:6]=[C:5]([NH:15][S:16]([CH:19]=[CH:20][C:21]2[CH:26]=[CH:25][CH:24]=[CH:23][CH:22]=2)(=[O:18])=[O:17])[C:4]=1[O:27][C:28]1[CH:33]=[CH:32][CH:31]=[CH:30][C:29]=1[O:34][CH3:35])([CH3:5])[CH3:3] |^1:0|. Reported procedure: Sodium (181 mg) was added to 10 ml of isopropyl alcohol and, after one hour, 100 ml of isopropyl alcohol was added thereto followed by heating at 60° C. to dissolve. To this reaction solution was added 400 mg of N-[6-chloro-5-(2-methoxyphenoxy)-2-(2-pyrimidinyl)-4-pyrimidinyl]-2-phenylethenesulfonamide with stirring at room temperature. The reaction mixture was stirred at room temperature for 1.25 hours and then at 60° C. for 45 minutes followed by pouring into a mixture of 1N hydrochloric acid ... The reactants are CC(=O)CC(=O)NC1=CC=CC=C1 (acetoacetic anilide), C(CC#N)#N (malononitrile). Yields the product C1=NC=CC2=CC=CC=C12 (isoquinoline). Isolated yield 85.0%. As a reaction SMILES: CC(CC(N[C:8]1[CH:13]=[CH:12][CH:11]=[CH:10][CH:9]=1)=O)=O.[C:14](#[N:18])[CH2:15][C:16]#N>>[CH:14]1[C:15]2[C:8](=[CH:9][CH:10]=[CH:11][CH:16]=2)[CH:13]=[CH:12][N:18]=1. Procedure details: The procedure of Reference Example 5 was repeated except that 0.04 mole of acetoacetic anilide (Reference Example 8) or 0.04 mole of malononitrile (Reference Example 9) was employed instead of acetylacetone to give a corresponding isoquinoline derivative with yield of 85%, 65%, respectively. The structures of the obtained isoquinoline derivatives were identified by means of elementary analysis, IR spectrum and 1H-NMR spectrum.